This data is from the Open Reaction Database (ORD), a public repository of structured organic reaction records. The task is: describe an organic reaction: reactants, conditions, products, and yield The reactants are FC(F)(F)c1ccc(CBr)cc1, O=C([O-])[O-], [Cs+], [Cs+], CN(C)C=O, COC(=O)c1ccc2ccccc2c1O. Yields the product COC(=O)c1ccc2ccccc2c1OCc1ccc(C(F)(F)F)cc1. RXN SMILES: [Br:22][CH2:23][c:24]1[cH:25][cH:26][c:27]([C:30]([F:31])([F:32])[F:33])[cH:28][cH:29]1.[C:1](=[O:2])([O-:3])[O-:4].[Cs+:5].[Cs+:6].[O:34]=[CH:35][N:36]([CH3:37])[CH3:38].[OH:7][c:8]1[c:9]([C:18](=[O:19])[O:20][CH3:21])[cH:10][cH:11][c:12]2[cH:13][cH:14][cH:15][cH:16][c:17]12>>[O:7]([c:8]1[c:9]([C:18](=[O:19])[O:20][CH3:21])[cH:10][cH:11][c:12]2[cH:13][cH:14][cH:15][cH:16][c:17]12)[CH2:23][c:24]1[cH:25][cH:26][c:27]([C:30]([F:31])([F:32])[F:33])[cH:28][cH:29]1. The reactants are ClCCl, CCN(C(C)C)C(C)C, O=S(=O)(OS(=O)(=O)C(F)(F)F)C(F)(F)F, CCOC(=O)C1CCN(C(=O)OC(C)(C)C)CC1=O. The product is CCOC(=O)C1=C(OS(=O)(=O)C(F)(F)F)CN(C(=O)OC(C)(C)C)CC1. Reaction SMILES: [CH2:44]([Cl:45])[Cl:46].[CH:35]([N:36]([CH2:37][CH3:38])[CH:39]([CH3:40])[CH3:41])([CH3:42])[CH3:43].[F:1][C:2]([F:3])([F:4])[S:5](=[O:6])(=[O:7])[O:8][S:9]([C:10]([F:11])([F:12])[F:13])(=[O:14])=[O:15].[O:16]=[C:17]1[CH2:18][N:19]([C:28](=[O:29])[O:30][C:31]([CH3:32])([CH3:33])[CH3:34])[CH2:20][CH2:21][CH:22]1[C:23](=[O:24])[O:25][CH2:26][CH3:27]>>[F:1][C:2]([F:3])([F:4])[S:5](=[O:6])(=[O:7])[O:8][C:17]1=[C:22]([C:23](=[O:24])[O:25][CH2:26][CH3:27])[CH2:21][CH2:20][N:19]([C:28](=[O:29])[O:30][C:31]([CH3:32])([CH3:33])[CH3:34])[CH2:18]1.